Dataset: the Open Reaction Database (ORD), a public repository of structured organic reaction records. Task: describe an organic reaction: reactants, conditions, products, and yield The reactants are O (water), BrC=1NC(=C(C1C#N)Br)Br (2,4,5-tribromopyrrole-3-carbonitrile), CC(C)([O-])C.[K+] (potassium t-butoxide), ClC(=O)OC1=CC=CC=C1 (phenyl chloroformate). Run in O1CCCC1 (tetrahydrofuran). Product: BrC=1N(C(=C(C1Br)C#N)Br)C(=O)OC1=CC=CC=C1 (phenyl 2,3,5-tribromo-4-cyanopyrrole-1-carboxylate). RXN SMILES: [Br:1][C:2]1[NH:3][C:4]([Br:10])=[C:5]([Br:9])[C:6]=1[C:7]#[N:8].CC(C)([O-])C.[K+].Cl[C:18]([O:20][C:21]1[CH:26]=[CH:25][CH:24]=[CH:23][CH:22]=1)=[O:19].O>O1CCCC1>[Br:10][C:4]1[N:3]([C:18]([O:20][C:21]2[CH:26]=[CH:25][CH:24]=[CH:23][CH:22]=2)=[O:19])[C:2]([Br:1])=[C:6]([C:7]#[N:8])[C:5]=1[Br:9] |f:1.2|. Procedure: A mixture of 7.0 g of 2,4,5-tribromopyrrole-3-carbonitrile and 2.9 g of potassium t-butoxide in tetrahydrofuran is treated with 13.8 g of phenyl chloroformate, heated at reflux temperature for 12 hours, cooled, poured into water and filtered. The solid filter cake is washed with water and dried in vacuo to afford the title compound. A sample is recrystallized from a mixture of ethyl acetate and methylcyclohexane to give colorless crystals, mp 128°-129° C. Starting materials: ClC1=NC=CC=C1N=C=S (2-chloro-3-isothiocyanatopyridine), O(C1=CC=CC=C1)C=1C(=NC=C(C1)SC1=CC=NC=C1)N (3-phenoxy-5-(pyridin-4-ylthio)pyridin-2-amine), (d6-DMSO)S. Yields the product O(C1=CC=CC=C1)C=1C(=NC=C(C1)SC1=CC=NC=C1)NC=1SC2=NC=CC=C2N1 (N-(3-Phenoxy-5-(pyridin-4-ylthio)pyridin-2-yl)thiazolo[5,4-b]pyridin-2-amine). Reaction SMILES: Cl[C:2]1[C:7]([N:8]=[C:9]=[S:10])=[CH:6][CH:5]=[CH:4][N:3]=1.[O:11]([C:18]1[C:19]([NH2:31])=[N:20][CH:21]=[C:22]([S:24][C:25]2[CH:30]=[CH:29][N:28]=[CH:27][CH:26]=2)[CH:23]=1)[C:12]1[CH:17]=[CH:16][CH:15]=[CH:14][CH:13]=1>>[O:11]([C:18]1[C:19]([NH:31][C:9]2[S:10][C:2]3[C:7]([N:8]=2)=[CH:6][CH:5]=[CH:4][N:3]=3)=[N:20][CH:21]=[C:22]([S:24][C:25]2[CH:30]=[CH:29][N:28]=[CH:27][CH:26]=2)[CH:23]=1)[C:12]1[CH:17]=[CH:16][CH:15]=[CH:14][CH:13]=1. Procedure details: Prepared according to the method of Example 292 from 2-chloro-3-isothiocyanatopyridine (0.116 g, 0.677 mmol) and 3-phenoxy-5-(pyridin-4-ylthio)pyridin-2-amine. 1H NMR (d6-DMSO)S 7.10 (d, 2H), 7.17-7.23 (m, 3H), 7.40-7.47 (m, 4H), 7.97 (bs, 1H), 8.36-8.41 (m, 4H), 11.88 (bs, 1H). The reactants are FC=1C=C(C=CC1F)N1N=CC(=C1C)C(=O)O (1-(3,4-difluorophenyl)-5-methylpyrazole-4-carboxylic acid), NC=1C=CC(=C(C#N)C1)N1CCN(CC1)CCO (5-amino-2-[4-(2-hydroxyethyl)piperazin-1-yl]benzonitrile). The product is C(#N)C=1C=C(C=CC1N1CCN(CC1)CCO)NC(=O)C=1C=NN(C1C)C1=CC(=C(C=C1)F)F (N-{3-Cyano-4-[4-(2-hydroxyethyl)piperazin-1-yl]phenyl}-1-(3,4-difluorophenyl)-5-methylpyrazole-4-carboxamide). Yield: 32.3%. RXN SMILES: [F:1][C:2]1[CH:3]=[C:4]([N:9]2[C:13]([CH3:14])=[C:12]([C:15]([OH:17])=O)[CH:11]=[N:10]2)[CH:5]=[CH:6][C:7]=1[F:8].[NH2:18][C:19]1[CH:20]=[CH:21][C:22]([N:27]2[CH2:32][CH2:31][N:30]([CH2:33][CH2:34][OH:35])[CH2:29][CH2:28]2)=[C:23]([CH:26]=1)[C:24]#[N:25]>>[C:24]([C:23]1[CH:26]=[C:19]([NH:18][C:15]([C:12]2[CH:11]=[N:10][N:9]([C:4]3[CH:5]=[CH:6][C:7]([F:8])=[C:2]([F:1])[CH:3]=3)[C:13]=2[CH3:14])=[O:17])[CH:20]=[CH:21][C:22]=1[N:27]1[CH2:28][CH2:29][N:30]([CH2:33][CH2:34][OH:35])[CH2:31][CH2:32]1)#[N:25]. Reported procedure: By the reaction and treatment in the same manner as in Example 64 using 1-(3,4-difluorophenyl)-5-methylpyrazole-4-carboxylic acid (3 g) and 5-amino-2-[4-(2-hydroxyethyl)piperazin-1-yl]benzonitrile (3.7 g), the title compound (1.9 g) was obtained, melting point: 164–165° C. Procedure: Compound (5) was dissolved in ethyl acetate (300 ml) and the solution was flushed with argon. Palladium-on-carbon (5%, 3 g) was added and hydrogen was bubbled into the stirred suspension until no starting material remained (2 hours as indicated by TLC). The flask was then flushed with nitrogen and the catalyst was removed by filtration. The catalyst was washed with methanol (3×100 ml) and the combined filtrates were concentrated. The residue was then distilled with a Kuglerohr apparatus at reduc... Yields the product N1C2(C(CC1)C2)C(=O)OC(C)(C)C (t-Butyl 2,3-Methanopyrrolidine-2-carboxylate). Reactants: C(=O)(OCC1=CC=CC=C1)N1C2(C(CC1)C2)C(=O)OC(C)(C)C (t-Butyl N-carbobenzyloxy-2,3-methanopyrrolidine-2-carboxylate). Isolated yield 85.0%. Reaction SMILES: C([N:11]1[CH2:15][CH2:14][CH:13]2[CH2:16][C:12]12[C:17]([O:19][C:20]([CH3:23])([CH3:22])[CH3:21])=[O:18])(OCC1C=CC=CC=1)=O>C(OCC)(=O)C>[NH:11]1[CH2:15][CH2:14][CH:13]2[CH2:16][C:12]12[C:17]([O:19][C:20]([CH3:23])([CH3:22])[CH3:21])=[O:18]. The solvent is C(C)(=O)OCC (ethyl acetate). Reactants: CC=1OC2=C(C=CC=C2C(C1)=O)C=O (2-Methyl-4-oxo-4H-chromene-8-carbaldehyde), CC=1N=C(SC1)CC(=O)C (1-(4-Methyl-1,3-thiazol-2-yl)acetone), N\C(=C/C#N)\C (3-aminocrotononitrile). Reaction conditions: time 8 hour. Reported procedure: 181 mg (0.97 mmol) of the compound from example 11A, 150 mg (0.97 mmol) of the compound from example 4A and 79 mg (0.97 mmol) of 3-aminocrotononitrile are dissolved in 4 ml of isopropanol and stirred at the reflux temperature overnight. After cooling to room temperature, the volatile components are removed in a rotary evaporator, the crude material is taken up in 5 ml of ethyl acetate, and the precipitated product is then filtered off 240 mg (64% of theory) of the title compound are obtained. RXN SMILES: [CH3:1][C:2]1[O:3][C:4]2[C:9]([C:10](=[O:12])[CH:11]=1)=[CH:8][CH:7]=[CH:6][C:5]=2[CH:13]=O.[CH3:15][C:16]1[N:17]=[C:18]([CH2:21][C:22]([CH3:24])=O)[S:19][CH:20]=1.[NH2:25]/[C:26](/[CH3:30])=[CH:27]\[C:28]#[N:29]>C(O)(C)C>[CH3:30][C:26]1[NH:25][C:22]([CH3:24])=[C:21]([C:18]2[S:19][CH:20]=[C:16]([CH3:15])[N:17]=2)[CH:13]([C:5]2[CH:6]=[CH:7][CH:8]=[C:9]3[C:4]=2[O:3][C:2]([CH3:1])=[CH:11][C:10]3=[O:12])[C:27]=1[C:28]#[N:29]. Run in C(C)(C)O (isopropanol). The product is CC=1NC(=C(C(C1C#N)C=1C=CC=C2C(C=C(OC12)C)=O)C=1SC=C(N1)C)C (2,6-Dimethyl-4-(2-methyl-4-oxo-4H-chromen-8-yl)-5-(4-methyl-1,3-thiazol-2-yl)-1,4-dihydro-pyridine-3-carbonitrile). Yields the product C1(=CC=CC=C1)N1N=C(C(=C1C)C(C=NO)=O)C (1-phenyl-3,5-dimethyl-4-(2'-oximino acetyl)-pyrazole). Reported procedure: 1-Phenyl-3,5-dimethyl-4-acetyl pyrazole (Chem. Abs. 63, 16332) (53 g) was dissolved in absolute ethanol (120 ml) and cooled to 7° C. Isopropyl nitrite (29.3 g) was added followed by a solution of sodium (5.7 g) in absolute ethanol (110 ml). The mixture was stirred 18 hours at 0°-10° C. and the fawn coloured sodium salt of the oxime filtered and washed with acetone (25 ml). The filter cake was then dissolved in water (40 ml) and the solution acidified with acetic acid (7 ml). The mixture was then... Conditions: temperature 7 celsius, time 18 hour. RXN SMILES: [C:1]1([N:7]2[C:11]([CH3:12])=[C:10]([C:13](=[O:15])[CH3:14])[C:9]([CH3:16])=[N:8]2)[CH:6]=[CH:5][CH:4]=[CH:3][CH:2]=1.[N:17](OC(C)C)=[O:18].[Na]>C(O)C>[C:1]1([N:7]2[C:11]([CH3:12])=[C:10]([C:13](=[O:15])[CH:14]=[N:17][OH:18])[C:9]([CH3:16])=[N:8]2)[CH:6]=[CH:5][CH:4]=[CH:3][CH:2]=1 |^1:22|. Solvent: C(C)O (ethanol), C(C)O (ethanol). The reactants are N(=O)OC(C)C (Isopropyl nitrite), C1(=CC=CC=C1)N1N=C(C(=C1C)C(C)=O)C (1-Phenyl-3,5-dimethyl-4-acetyl pyrazole), [Na] (sodium). Starting materials: FC(C1=CC=C(C=C1)S(=O)(=O)OC1=C(C=CC=C1)C1C(C1)CO)(F)F (2-[2-(hydroxymethyl)cyclopropyl]phenyl 4-(trifluoromethyl)-benzenesulfonate), C(Cl)(Cl)(Cl)Cl (carbon tetrachloride), C(C)#N (acetonitrile), I(=O)(=O)(=O)[O-].[Na+] (sodium periodate). Reagents/catalysts: O.[Ru](Cl)(Cl)Cl (ruthenium choride hydrate). Solvent: O (water). Conditions: time 8 hour. Product: FC(C1=CC=C(C=C1)S(=O)(=O)OC1=C(C=CC=C1)C1C(C1)C(=O)O)(F)F (2-[2-({[4-(trifluoromethyl)phenyl]sulfonyl}oxy)phenyl]cyclopropanecarboxylic acid). The yield is 95.0%. As a reaction SMILES: [F:1][C:2]([F:25])([F:24])[C:3]1[CH:8]=[CH:7][C:6]([S:9]([O:12][C:13]2[CH:18]=[CH:17][CH:16]=[CH:15][C:14]=2[CH:19]2[CH2:21][CH:20]2[CH2:22][OH:23])(=[O:11])=[O:10])=[CH:5][CH:4]=1.C(Cl)(Cl)(Cl)Cl.C(#N)C.I([O-])(=O)(=O)=[O:35].[Na+]>O.[Ru](Cl)(Cl)Cl.O>[F:25][C:2]([F:24])([F:1])[C:3]1[CH:8]=[CH:7][C:6]([S:9]([O:12][C:13]2[CH:18]=[CH:17][CH:16]=[CH:15][C:14]=2[CH:19]2[CH2:21][CH:20]2[C:22]([OH:35])=[O:23])(=[O:10])=[O:11])=[CH:5][CH:4]=1 |f:3.4,5.6|. Procedure: A mixture of 2-[2-(hydroxymethyl)cyclopropyl]phenyl 4-(trifluoromethyl)-benzenesulfonate (0.70 g, 1.9 mmol), carbon tetrachloride (2.5 mL), acetonitrile (2.5 mL), water (3.8 mL), sodium periodate (1.8 g, 8.4 mmol) and ruthenium choride hydrate (75 mg, 0.4 mmol) is stirred at room temperature overnight. The reaction is partitioned between ethyl acetate and dilute HCl. The organic layer is filtered through anhydrous sodium sulfate, evaporated and purified on silica gel in ethyl acetate-methylene c... The reactants are O=C(Br)CBr, ClCCl, COc1ccc(N)cc1, CCN(C(C)C)C(C)C, O. Yields the product COc1ccc(NC(=O)CBr)cc1. RXN SMILES: [Br:19][CH2:20][C:21](=[O:22])[Br:23].[CH2:24]([Cl:25])[Cl:26].[CH3:1][O:2][c:3]1[cH:4][cH:5][c:6]([NH2:7])[cH:8][cH:9]1.[CH:10]([N:11]([CH:12]([CH3:13])[CH3:14])[CH2:15][CH3:16])([CH3:17])[CH3:18].[OH2:27]>>[CH3:1][O:2][c:3]1[cH:4][cH:5][c:6]([NH:7][C:21]([CH2:20][Br:19])=[O:22])[cH:8][cH:9]1.